Dataset: the Open Reaction Database (ORD), a public repository of structured organic reaction records. Task: describe an organic reaction: reactants, conditions, products, and yield Starting materials: BrC1=CC=2C3=C(C=NC2C=C1)N(C(N3C=3C(=NN(C3)C)C)=O)C (8-bromo-1-(1,3-dimethyl-1H-pyrazol-4-yl)-3-methyl-1,3-dihydro-imidazo[4,5-c]quinolin-2-one), BrC1=CC=2C3=C(C=NC2C=C1)N(C(N3C=3C(=NN(C3)C)C)=O)C (8-bromo-1-(1,3-dimethyl-1H-pyrazol-4-yl)-3-methyl-1,3-dihydro-imidazo[4,5-c]quinolin-2-one), C(C)OC1=CC=C(C=N1)B(O)O (6-ethoxypyridine-3-boronic acid). Yields the product CN1N=C(C(=C1)N1C(N(C=2C=NC=3C=CC(=CC3C21)C=2C=NC(=CC2)OCC)C)=O)C (1-(1,3-Dimethyl-1H-pyrazol-4-yl)-8-(6-ethoxy-pyridin-3-yl)-3-methyl-1,3-dihydro-imidazo[4,5-c]quinolin-2-one). As a reaction SMILES: Br[C:2]1[CH:11]=[CH:10][C:9]2[N:8]=[CH:7][C:6]3[N:12]([CH3:23])[C:13](=[O:22])[N:14]([C:15]4[C:16]([CH3:21])=[N:17][N:18]([CH3:20])[CH:19]=4)[C:5]=3[C:4]=2[CH:3]=1.[CH2:24]([O:26][C:27]1[N:32]=[CH:31][C:30](B(O)O)=[CH:29][CH:28]=1)[CH3:25]>>[CH3:20][N:18]1[CH:19]=[C:15]([N:14]2[C:5]3[C:4]4[CH:3]=[C:2]([C:30]5[CH:31]=[N:32][C:27]([O:26][CH2:24][CH3:25])=[CH:28][CH:29]=5)[CH:11]=[CH:10][C:9]=4[N:8]=[CH:7][C:6]=3[N:12]([CH3:23])[C:13]2=[O:22])[C:16]([CH3:21])=[N:17]1. Procedure details: The title compound was synthesized in a similar manner as described for Example 1.1 using 8-bromo-1-(1,3-dimethyl-1H-pyrazol-4-yl)-3-methyl-1,3-dihydro-imidazo[4,5-c]quinolin-2-one (Intermediate A, 60 mg, 0.161 mmol) and 6-ethoxypyridine-3-boronic acid (ABCR, Karlsruhe, Germany, 36 mg, 0.211 mmol) to give the title compound as a white solid. (HPLC: tR 2.69 min (Method A); M+H=415 MS-ES; 1H-NMR (d6-DMSO, 400 MHz) 8.96 (s, 1H), 8.32-8.24 (m, 1H), 8.15-8.05 (m, 2H), 7.92-7.85 (m, 1H), 7.79-7.72 (m,... Starting materials: CC(CC1=CC=C(C=C1)C1=NC(=NO1)C=1C=C2CCC(C2=CC1)N1CC(C1)C(=O)OC)C (methyl 1-(5-(5-(4-(2-methylpropyl)phenyl)-1,2,4-oxadiazol-3-yl)-2,3-dihydro-1H-inden-1-yl)azetidine-3-carboxylate), [OH-].[Na+] (sodium hydroxide), FC(C(=O)O)(F)F (trifluoroacetic acid). Solvent: CO (methanol). Conditions: time 2 hour. Yields the product OC(=O)C(F)(F)F.CC(CC1=CC=C(C=C1)C1=NC(=NO1)C=1C=C2CCC(C2=CC1)N1CC(C1)C(=O)O)C (1-{5-[5-(4-(2-Methylpropyl)phenyl)-1,2,4-oxadiazol-3-yl]-2,3-dihydro-1H-inden-1-yl}azetidine-3-carboxylic acid TFA salt). Reaction SMILES: [CH3:1][CH:2]([CH3:32])[CH2:3][C:4]1[CH:9]=[CH:8][C:7]([C:10]2[O:14][N:13]=[C:12]([C:15]3[CH:16]=[C:17]4[C:21](=[CH:22][CH:23]=3)[CH:20]([N:24]3[CH2:27][CH:26]([C:28]([O:30]C)=[O:29])[CH2:25]3)[CH2:19][CH2:18]4)[N:11]=2)=[CH:6][CH:5]=1.[OH-].[Na+].[F:35][C:36]([F:41])([F:40])[C:37]([OH:39])=[O:38]>CO>[OH:39][C:37]([C:36]([F:41])([F:40])[F:35])=[O:38].[CH3:1][CH:2]([CH3:32])[CH2:3][C:4]1[CH:9]=[CH:8][C:7]([C:10]2[O:14][N:13]=[C:12]([C:15]3[CH:16]=[C:17]4[C:21](=[CH:22][CH:23]=3)[CH:20]([N:24]3[CH2:27][CH:26]([C:28]([OH:30])=[O:29])[CH2:25]3)[CH2:19][CH2:18]4)[N:11]=2)=[CH:6][CH:5]=1 |f:1.2,5.6|. Reported procedure: A solution of methyl 1-(5-(5-(4-(2-methylpropyl)phenyl)-1,2,4-oxadiazol-3-yl)-2,3-dihydro-1H-inden-1-yl)azetidine-3-carboxylate, Enantiomer 1 (from Step A, 0.10 g, 0.23 mmol) and sodium hydroxide (1N aqueous solution, 0.6 mL) were heated in methanol (1 mL) at 60° C. After 2 h, the reaction was cooled and acidified with trifluoroacetic acid. HPLC purification (HPLC B) gave the title compound as a white solid: 1H NMR (500 MHz, CD3OD) δ 8.19 (s, 1H), 8.13–8.15 (m, 3H), 7.74 (d, J=7.8 Hz, 1H), 7.44 ... The reactants are BrCCBr, Brc1ccccc1, CCOCC, CCBr, COc1ccc(C2=NC(C)(C)CO2)c(C=O)c1, [Mg]. Product: COc1ccc(C2=NC(C)(C)CO2)c(C(O)c2ccccc2)c1. RXN SMILES: [Br:34][CH2:35][CH2:36][Br:37].[Br:5][c:6]1[cH:7][cH:8][cH:9][cH:10][cH:11]1.[CH2:29]([O:30][CH2:31][CH3:32])[CH3:33].[CH2:2]([Br:3])[CH3:4].[CH3:12][C:13]1([CH3:28])[N:14]=[C:15]([c:18]2[c:19]([CH:20]=[O:21])[cH:22][c:23]([O:26][CH3:27])[cH:24][cH:25]2)[O:16][CH2:17]1.[Mg:1]>>[c:6]1([CH:20]([c:19]2[c:18]([C:15]3=[N:14][C:13]([CH3:12])([CH3:28])[CH2:17][O:16]3)[cH:25][cH:24][c:23]([O:26][CH3:27])[cH:22]2)[OH:21])[cH:7][cH:8][cH:9][cH:10][cH:11]1. Starting materials: CC(C(C(=O)O)C1=CC=CC=C1)C (3-Methyl-2-phenylbutanoic acid), C1NC[C@H]2[C@@H]1CC[C@@H]2NC(OC(C)(C)C)=O (tert-butyl(3aR,4S,6aS)-octahydrocyclopenta[c]pyrrol-4-ylcarbamate), ON1N=NC2=C1C=CC=C2 (1-hydroxybenzotriazole), CN(CCCN=C=NCC)C (N-(3-dimethylaminopropyl)-N′-ethylcarbodiimide). Run in ClCCl (dichloromethane). Conditions: time 20 minute. Product: CC(C(C(=O)N1C[C@@H]2[C@H](C1)[C@H](CC2)NC(OC(C)(C)C)=O)C2=CC=CC=C2)C (tert-butyl(3aR,4S,6aS)-2-(3-methyl-2-phenylbutanoyl)octahydrocyclopenta[c]pyrrol-4-ylcarbamate). Reaction SMILES: [CH3:1][CH:2]([CH3:13])[CH:3]([C:7]1[CH:12]=[CH:11][CH:10]=[CH:9][CH:8]=1)[C:4]([OH:6])=O.ON1C2C=CC=CC=2N=N1.CN(C)CCCN=C=NCC.[CH2:35]1[C@H:39]2[CH2:40][CH2:41][C@H:42]([NH:43][C:44](=[O:50])[O:45][C:46]([CH3:49])([CH3:48])[CH3:47])[C@H:38]2[CH2:37][NH:36]1>ClCCl>[CH3:13][CH:2]([CH3:1])[CH:3]([C:7]1[CH:12]=[CH:11][CH:10]=[CH:9][CH:8]=1)[C:4]([N:36]1[CH2:37][C@@H:38]2[C@@H:42]([NH:43][C:44](=[O:50])[O:45][C:46]([CH3:48])([CH3:47])[CH3:49])[CH2:41][CH2:40][C@@H:39]2[CH2:35]1)=[O:6]. Procedure: 3-Methyl-2-phenylbutanoic acid (63 mg, 0.353 mmol), 1-hydroxybenzotriazole (54.1 mg, 0.353 mmol), and N-(3-dimethylaminopropyl)-N′-ethylcarbodiimide (0.063 mL, 0.353 mmol) were combined in dichloromethane (5 mL). The reaction was stirred at room temperature for 20 minutes, and then tert-butyl(3aR,4S,6aS)-octahydrocyclopenta[c]pyrrol-4-ylcarbamate (80 mg, 0.353 mmol) from Step B was added. After 30 minutes, the reaction was quenched with water and extracted with dichloromethane. The combined extr... Reactants: CCOC(=O)C(NC(C)=O)C(=O)OCC, CC[O-], CCO, Clc1ccc(CBr)cc1Cl, [Na+]. The product is CCOC(=O)C(NC(=O)CCc1ccc(Cl)c(Cl)c1)C(=O)OCC. Reaction SMILES: [C:1]([CH3:2])(=[O:3])[NH:4][CH:5]([C:6](=[O:7])[O:8][CH2:9][CH3:10])[C:11](=[O:12])[O:13][CH2:14][CH3:15].[CH3:17][CH2:18][O-:19].[CH3:30][CH2:31][OH:32].[Cl:20][c:21]1[cH:22][c:23]([CH2:24][Br:25])[cH:26][cH:27][c:28]1[Cl:29].[Na+:16]>>[C:1]([CH2:2][CH2:24][c:23]1[cH:22][c:21]([Cl:20])[c:28]([Cl:29])[cH:27][cH:26]1)(=[O:3])[NH:4][CH:5]([C:6](=[O:7])[O:8][CH2:9][CH3:10])[C:11](=[O:12])[O:13][CH2:14][CH3:15].